From a dataset of the Open Reaction Database (ORD), a public repository of structured organic reaction records. describe an organic reaction: reactants, conditions, products, and yield Starting materials: C1CCOC1, CS(=O)c1cccc(CN)c1, CCN(C(C)C)C(C)C, CS(=O)(=O)c1cccc(CNc2nc(Cl)ncc2C(F)(F)F)c1, FC(F)(F)c1cnc(Cl)nc1Cl, Cl. Yields the product CS(=O)c1cccc(CNc2nc(Cl)ncc2C(F)(F)F)c1. RXN SMILES: [CH2:57]1[O:58][CH2:59][CH2:60][CH2:61]1.[CH3:37][S:38]([c:39]1[cH:40][c:41]([CH2:42][NH2:43])[cH:44][cH:45][cH:46]1)=[O:47].[CH:48]([N:49]([CH:50]([CH3:51])[CH3:52])[CH2:53][CH3:54])([CH3:55])[CH3:56].[Cl:1][c:2]1[n:3][cH:4][c:5]([C:20]([F:21])([F:22])[F:23])[c:6]([NH:8][CH2:9][c:10]2[cH:11][c:12]([S:16](=[O:17])(=[O:18])[CH3:19])[cH:13][cH:14][cH:15]2)[n:7]1.[Cl:24][c:25]1[n:26][c:27]([Cl:28])[c:29]([C:30]([F:31])([F:32])[F:33])[cH:34][n:35]1.[ClH:36]>>[Cl:1][c:2]1[n:3][cH:4][c:5]([C:20]([F:21])([F:22])[F:23])[c:6]([NH:8][CH2:9][c:10]2[cH:11][c:12]([S:16](=[O:17])[CH3:19])[cH:13][cH:14][cH:15]2)[n:7]1. Starting materials: CN(C=NC(=O)C=1C=C2CCOC3=C(N2N1)C=C(C=C3)Br)C (9-bromo-4,5-dihydro-6-oxa-1,10b-diaza-benzo[e]azulene-2-carboxylic acid 1-dimethylaminomethylideneamide), Cl.C(C)(C)NN (isopropylhydrazine hydrochloride). Solvent: C(C)(=O)O (acetic acid). Reaction conditions: temperature 110 celsius. The product is BrC=1C=CC2=C(N3N=C(C=C3CCO2)C=2N(N=CN2)C(C)C)C1 (9-Bromo-2-(2-isopropyl-2H-[1,2,4]triazol-3-yl)-4,5-dihydro-6-oxa-1,10b-diaza-benzo[e]azulene). Yield: 75.6%. Reaction SMILES: C[N:2](C)[CH:3]=[N:4][C:5]([C:7]1[CH:8]=[C:9]2[N:15]([N:16]=1)[C:14]1[CH:17]=[C:18]([Br:21])[CH:19]=[CH:20][C:13]=1[O:12][CH2:11][CH2:10]2)=O.Cl.[CH:24]([NH:27]N)([CH3:26])[CH3:25]>C(O)(=O)C>[Br:21][C:18]1[CH:19]=[CH:20][C:13]2[O:12][CH2:11][CH2:10][C:9]3[N:15]([N:16]=[C:7]([C:5]4[N:27]([CH:24]([CH3:26])[CH3:25])[N:2]=[CH:3][N:4]=4)[CH:8]=3)[C:14]=2[CH:17]=1 |f:1.2|. Reported procedure: A mixture of 9-bromo-4,5-dihydro-6-oxa-1,10b-diaza-benzo[e]azulene-2-carboxylic acid 1-dimethylaminomethylideneamide (1.27 g, 3.5 mmol), isopropylhydrazine hydrochloride (0.48 g, 4.37 mmol) and glacial acetic acid (6 mL) was heated at 110° C. for 6.5 h, then cooled and concentrated in vacuo. The resultant residue was dissolved in aqueous sodium bicarbonate and DCM and the phases were separated. The aqueous phase was extracted several times with DCM, the combined organic extracts dried (MgSO4) an... Starting materials: COC1=CC=C(C(=O)N(C)CC=2NC3=CC(=CC=C3C2C2=CC3=C(CCCCC3)C#C2)C(=O)O)C=C1 (2-{[(4-methoxy-benzoyl)-methyl-amino]-methyl}-3-(benzocyclohept-1-enyl)-1H-indole-6-carboxylic acid), [H-].[Na+] (sodium hydride), BrCC(=O)OCC (Ethyl bromoacetate). Run in CN(C=O)C (dimethylformamide). Conditions: time 30 minute. Yields the product C(C)OC(=O)CN1C(=C(C2=CC=C(C=C12)C(=O)O)C1=CC2=C(CCCCC2)C#C1)CN(C)C(C1=CC=C(C=C1)OC)=O (1-Ethoxycarbonylmethyl-2-{[(4-methoxy-benzoyl)-methyl-amino]-methyl}-3-(benzocyclohept-1-enyl)-1H-indole-6-carboxylic Acid). As a reaction SMILES: [CH3:1][O:2][C:3]1[CH:36]=[CH:35][C:6]([C:7]([N:9]([CH2:11][C:12]2[NH:13][C:14]3[C:19]([C:20]=2[C:21]2[C:31]#[C:30][C:24]4[CH2:25][CH2:26][CH2:27][CH2:28][CH2:29][C:23]=4[CH:22]=2)=[CH:18][CH:17]=[C:16]([C:32]([OH:34])=[O:33])[CH:15]=3)[CH3:10])=[O:8])=[CH:5][CH:4]=1.[H-].[Na+].Br[CH2:40][C:41]([O:43][CH2:44][CH3:45])=[O:42]>CN(C)C=O>[CH2:44]([O:43][C:41]([CH2:40][N:13]1[C:14]2[C:19](=[CH:18][CH:17]=[C:16]([C:32]([OH:34])=[O:33])[CH:15]=2)[C:20]([C:21]2[C:31]#[C:30][C:24]3[CH2:25][CH2:26][CH2:27][CH2:28][CH2:29][C:23]=3[CH:22]=2)=[C:12]1[CH2:11][N:9]([C:7](=[O:8])[C:6]1[CH:5]=[CH:4][C:3]([O:2][CH3:1])=[CH:36][CH:35]=1)[CH3:10])=[O:42])[CH3:45] |f:1.2|. Reported procedure: To a suspension of 2-{[(4-methoxy-benzoyl)-methyl-amino]-methyl}-3-(benzocyclohept-1-enyl)-1H-indole-6-carboxylic acid on Wang resin (100 mg; prepared according to the procedure outlined in Example 10) in dimethylformamide (1.5 mL) was added sodium hydride (60% in mineral oil; 20 mg) and the mixture was stirred at room temperature for 30 min. Ethyl bromoacetate (0.1 mL) was added and the mixture was stirred for 3 h. The mixture was filtered, washed with water (1×1.5 mL), tetrahydrofuran (2×1.5 m...